From a dataset of the Open Reaction Database (ORD), a public repository of structured organic reaction records. describe an organic reaction: reactants, conditions, products, and yield The reactants are O=[N+]([O-])c1ccc(F)cc1, [K+], [K+], O=C([O-])[O-], CN(C)C=O, O=Cc1cccc(O)c1. Product: O=Cc1cccc(Oc2ccc([N+](=O)[O-])cc2)c1. RXN SMILES: [F:10][c:11]1[cH:12][cH:13][c:14]([N+:17](=[O:18])[O-:19])[cH:15][cH:16]1.[K+:20].[K+:21].[O-:22][C:23]([O-:24])=[O:25].[O:26]=[CH:27][N:28]([CH3:29])[CH3:30].[OH:1][c:2]1[cH:3][c:4]([CH:5]=[O:6])[cH:7][cH:8][cH:9]1>>[O:1]([c:2]1[cH:3][c:4]([CH:5]=[O:6])[cH:7][cH:8][cH:9]1)[c:11]1[cH:12][cH:13][c:14]([N+:17](=[O:18])[O-:19])[cH:15][cH:16]1.